Dataset: the Open Reaction Database (ORD), a public repository of structured organic reaction records. Task: describe an organic reaction: reactants, conditions, products, and yield Starting materials: C1COCCO1, C=CCn1cc(C(=O)NCc2ccc(F)cc2)c(=O)c(OCc2ccccc2)c1C(=O)OC, CCOC(C)=O, [O-][I+3]([O-])([O-])[O-], [Na+], O. The product is COC(=O)c1c(OCc2ccccc2)c(=O)c(C(=O)NCc2ccc(F)cc2)cn1CC=O. As a reaction SMILES: [CH2:47]1[O:48][CH2:49][CH2:50][O:51][CH2:52]1.[CH3:1][O:2][C:3](=[O:4])[c:5]1[n:6]([CH2:31][CH:32]=[CH2:33])[cH:7][c:8]([C:20]([NH:21][CH2:22][c:23]2[cH:24][cH:25][c:26]([F:29])[cH:27][cH:28]2)=[O:30])[c:9](=[O:19])[c:10]1[O:11][CH2:12][c:13]1[cH:14][cH:15][cH:16][cH:17][cH:18]1.[CH3:40][CH2:41][O:42][C:43](=[O:44])[CH3:45].[I+3:34]([O-:35])([O-:36])([O-:37])[O-:38].[Na+:39].[OH2:46]>>[CH3:1][O:2][C:3](=[O:4])[c:5]1[n:6]([CH2:31][CH:32]=[O:35])[cH:7][c:8]([C:20]([NH:21][CH2:22][c:23]2[cH:24][cH:25][c:26]([F:29])[cH:27][cH:28]2)=[O:30])[c:9](=[O:19])[c:10]1[O:11][CH2:12][c:13]1[cH:14][cH:15][cH:16][cH:17][cH:18]1. The reactants are —Potassium hydroxide, C(C1=CC=CC=C1)(=O)O[C@@H]1C([C@@H]2CCC=3C4=CC[C@H]([C@@H](CC5=CC=CC=C5)C)[C@]4(CCC3[C@]2(CC1)C)C)(C)C ((3β,5α,20R)-4,4,20-trimethyl-21-phenylpregna-8,14-dien-3-ol benzoate), CO (methanol), O (water), O (water). The solvent is O1CCCC1 (tetrahydrofuran). Yields the product CC1([C@@H]2CCC=3C4=CC[C@H]([C@@H](CC5=CC=CC=C5)C)[C@]4(CCC3[C@]2(CC[C@@H]1O)C)C)C ((3β,5α,20R)-4,4,20-trimethyl-21-phenylpregna-8,14-dien-3-ol). Yield: 43.1%. Reaction SMILES: C([O:9][C@H:10]1[CH2:35][CH2:34][C@@:33]2([CH3:36])[C@@H:12]([CH2:13][CH2:14][C:15]3[C:16]4[C@:29]([CH3:37])([CH2:30][CH2:31][C:32]=32)[C@@H:19]([C@H:20]([CH3:28])[CH2:21][C:22]2[CH:27]=[CH:26][CH:25]=[CH:24][CH:23]=2)[CH2:18][CH:17]=4)[C:11]1([CH3:39])[CH3:38])(=O)C1C=CC=CC=1.CO.O>O1CCCC1>[CH3:39][C:11]1([CH3:38])[C@@H:10]([OH:9])[CH2:35][CH2:34][C@@:33]2([CH3:36])[C@H:12]1[CH2:13][CH2:14][C:15]1[C:16]3[C@:29]([CH3:37])([CH2:30][CH2:31][C:32]=12)[C@@H:19]([C@H:20]([CH3:28])[CH2:21][C:22]1[CH:27]=[CH:26][CH:25]=[CH:24][CH:23]=1)[CH2:18][CH:17]=3. Procedure: —Potassium hydroxide (0.45 g) was added to a solution of compound 13 (0.84 g) in a mixture of tetrahydrofuran (8.4 ml), methanol (8.4 ml) and water (0.45 ml). The mixture was heated under reflux overnight. After cooling, water was added and the resulting precipitate collected by filtration. The residue was washed with water and dried. Column chromatography and crystallization from dichloromethane/acetone afforded (3β,5α,20R)-4,4,20-trimethyl-21-phenylpregna-8,14-dien-3-ol (1) (0.29 g). M.p. 179-...